This data is from the Open Reaction Database (ORD), a public repository of structured organic reaction records. The task is: describe an organic reaction: reactants, conditions, products, and yield The solvent is CN(C)C=O (DMF). Procedure details: To a solution of 7 g of 2-[α-(2-nitro-phenoxy)-benzyl]-4-methyl-morpholin-5-one in 200 ml of DMF, 5% Palladium-charcoal (0.7 g) was added and the mixture was hydrogenated at 3.5 atmospheres for 0.5 hours. The catalyst was filtered off, the solution was poured into water and then extracted with ethyl acetate. After anhydrification and evaporation to dryness of the solvent, crystallization from ethyl ether gave 2-[α-(2-amino-phenoxy)-benzyl]-4-methyl-morpholin-5-one, m.p. 167°-170° C. (5.3 g; 75.2... Reactants: [N+](=O)([O-])C1=C(OC(C2=CC=CC=C2)C2CN(C(CO2)=O)C)C=CC=C1 (2-[α-(2-nitro-phenoxy)-benzyl]-4-methyl-morpholin-5-one). As a reaction SMILES: [N+:1]([C:4]1[CH:25]=[CH:24][CH:23]=[CH:22][C:5]=1[O:6][CH:7]([CH:14]1[O:19][CH2:18][C:17](=[O:20])[N:16]([CH3:21])[CH2:15]1)[C:8]1[CH:13]=[CH:12][CH:11]=[CH:10][CH:9]=1)([O-])=O>CN(C=O)C.[Pd]>[NH2:1][C:4]1[CH:25]=[CH:24][CH:23]=[CH:22][C:5]=1[O:6][CH:7]([CH:14]1[O:19][CH2:18][C:17](=[O:20])[N:16]([CH3:21])[CH2:15]1)[C:8]1[CH:9]=[CH:10][CH:11]=[CH:12][CH:13]=1. The product is NC1=C(OC(C2=CC=CC=C2)C2CN(C(CO2)=O)C)C=CC=C1 (2-[α-(2-amino-phenoxy)-benzyl]-4-methyl-morpholin-5-one). The reagents and catalysts are [Pd] (Palladium-charcoal). Reaction conditions: time 0.5 hour.